From a dataset of the Open Reaction Database (ORD), a public repository of structured organic reaction records. describe an organic reaction: reactants, conditions, products, and yield The reactants are ClC(Cl)(Cl)Cl, CCC1(C)OC(c2ccc(S(C)(=O)=O)cc2)=CC1=O, ClC(Cl)Cl, O=C(OI(OC(=O)C(F)(F)F)c1ccccc1)C(F)(F)F, I. The product is CCC1(C)OC(c2ccc(S(C)(=O)=O)cc2)=C(I)C1=O. As a reaction SMILES: [C:42]([Cl:43])([Cl:44])([Cl:45])[Cl:46].[CH2:1]([CH3:2])[C:3]1([CH3:19])[O:4][C:5]([c:9]2[cH:10][cH:11][c:12]([S:15](=[O:16])(=[O:17])[CH3:18])[cH:13][cH:14]2)=[CH:6][C:7]1=[O:8].[CH:47]([Cl:48])([Cl:49])[Cl:50].[F:20][C:21]([F:22])([F:23])[C:24]([O:26][I:25]([c:27]1[cH:28][cH:29][cH:30][cH:31][cH:32]1)[O:33][C:34](=[O:35])[C:36]([F:37])([F:38])[F:39])=[O:40].[I:41]>>[CH2:1]([CH3:2])[C:3]1([CH3:19])[O:4][C:5]([c:9]2[cH:10][cH:11][c:12]([S:15](=[O:16])(=[O:17])[CH3:18])[cH:13][cH:14]2)=[C:6]([I:25])[C:7]1=[O:8].